This data is from the Open Reaction Database (ORD), a public repository of structured organic reaction records. The task is: describe an organic reaction: reactants, conditions, products, and yield Reactants: C1(CCCC1)NC(=O)C1=NOC(=C1C=C)C1=CC=C(C=C1)C(F)(F)F (N-cyclopentyl-5-(4-(trifluoromethyl)phenyl)-4-vinylisoxazole-3-carboxamide). Reagents/catalysts: [Pd] (palladium on carbon). Solvent: C(C)O (ethanol). Yields the product C1(CCCC1)NC(=O)C1=NOC(=C1CC)C1=CC=C(C=C1)C(F)(F)F (N-Cyclopentyl-4-ethyl-5-(4-(trifluoromethyl)phenyl)isoxazole-3-carboxamide). Isolated yield 50.0%. RXN SMILES: [CH:1]1([NH:6][C:7]([C:9]2[C:13]([CH:14]=[CH2:15])=[C:12]([C:16]3[CH:21]=[CH:20][C:19]([C:22]([F:25])([F:24])[F:23])=[CH:18][CH:17]=3)[O:11][N:10]=2)=[O:8])[CH2:5][CH2:4][CH2:3][CH2:2]1>C(O)C.[Pd]>[CH:1]1([NH:6][C:7]([C:9]2[C:13]([CH2:14][CH3:15])=[C:12]([C:16]3[CH:17]=[CH:18][C:19]([C:22]([F:24])([F:25])[F:23])=[CH:20][CH:21]=3)[O:11][N:10]=2)=[O:8])[CH2:2][CH2:3][CH2:4][CH2:5]1. Procedure: To a stirred solution of N-cyclopentyl-5-(4-(trifluoromethyl)phenyl)-4-vinylisoxazole-3-carboxamide (70 mg, 0.2 mmol) in ethanol (2 mL), palladium on carbon (5%) (5 mg) was added and the reaction mixture was then placed under a hydrogen atmosphere (balloon) for 2 hours. After this time the crude mixture was filtered through celite and concentrated in vacuo. Purification by silica gel chromatography eluting with heptane increasing to heptane to 15% ethylacetate in heptane afforded the title compo...